Dataset: the Open Reaction Database (ORD), a public repository of structured organic reaction records. Task: describe an organic reaction: reactants, conditions, products, and yield Product: COc1cc2c(Nc3cc(O)c(Cl)cc3F)c(C#N)cnc2cc1OCCN(C)C. Reaction SMILES: [CH3:31][NH:32][CH3:33].[Cl:1][c:2]1[cH:3][c:4]([F:28])[c:5]([NH:9][c:10]2[c:11]([C:26]#[N:27])[cH:12][n:13][c:14]3[cH:15][c:16]([O:22][CH2:23][CH2:24][Cl:25])[c:17]([O:20][CH3:21])[cH:18][c:19]23)[cH:6][c:7]1[OH:8].[I-:30].[Na+:29].[O:34]1[CH2:35][CH2:36][CH2:37][CH2:38]1>>[Cl:1][c:2]1[cH:3][c:4]([F:28])[c:5]([NH:9][c:10]2[c:11]([C:26]#[N:27])[cH:12][n:13][c:14]3[cH:15][c:16]([O:22][CH2:23][CH2:24][N:32]([CH3:31])[CH3:33])[c:17]([O:20][CH3:21])[cH:18][c:19]23)[cH:6][c:7]1[OH:8]. Starting materials: CNC, COc1cc2c(Nc3cc(O)c(Cl)cc3F)c(C#N)cnc2cc1OCCCl, [I-], [Na+], C1CCOC1.